Dataset: the Open Reaction Database (ORD), a public repository of structured organic reaction records. Task: describe an organic reaction: reactants, conditions, products, and yield Starting materials: Cl.ClC1=CC=NC2=CC(=CC=C12)CN1C([C@@H](NCC1)C)=O ((S)-1-(4-chloroquinolin-7-ylmethyl)-3-methylpiperazin-2-one hydrochloride), BrC/C=C/C=1SC(=CC1)Cl (2-(3-Bromo-(E)-propenyl)-5-chloro-thiophene), C([O-])([O-])=O.[K+].[K+] (potassium carbonate). Run in O (water). Reaction conditions: time 16 hour. Product: ClC1=CC=NC2=CC(=CC=C12)CN1C([C@@H](N(CC1)CC=CC=1SC(=CC1)Cl)C)=O ((S)-1-(4-Chloroquinolin-7-ylmethyl)-4-[3-(5-chlorothiophen-2-yl)-allyl]-3-methylpiperazin-2-one). Isolated yield 73.0%. Reaction SMILES: Cl.[Cl:2][C:3]1[C:12]2[C:7](=[CH:8][C:9]([CH2:13][N:14]3[CH2:19][CH2:18][NH:17][C@@H:16]([CH3:20])[C:15]3=[O:21])=[CH:10][CH:11]=2)[N:6]=[CH:5][CH:4]=1.Br[CH2:23]/[CH:24]=[CH:25]/[C:26]1[S:27][C:28]([Cl:31])=[CH:29][CH:30]=1.C(=O)([O-])[O-].[K+].[K+]>O>[Cl:2][C:3]1[C:12]2[C:7](=[CH:8][C:9]([CH2:13][N:14]3[CH2:19][CH2:18][N:17]([CH2:23][CH:24]=[CH:25][C:26]4[S:27][C:28]([Cl:31])=[CH:29][CH:30]=4)[C@@H:16]([CH3:20])[C:15]3=[O:21])=[CH:10][CH:11]=2)[N:6]=[CH:5][CH:4]=1 |f:0.1,3.4.5|. Procedure details: (S)-1-(4-chloroquinolin-7-ylmethyl)-3-methylpiperazin-2-one hydrochloride (0.25 g, 1.0 mmol), EXAMPLE 91, is treated with 2-(3-Bromo-(E)-propenyl)-5-chloro-thiophene (0.35 g 1.2 mmol), EXAMPLE 17, and potassium carbonate (0.5 g, 3 mmol). The resulting suspension is sonicated for 10 minutes then stirred vigorously for 16 h at ambient temperature. The reaction mixture is poured into water and extracted with ethyl acetate (2×150 mL). The organic layer is washed with water (4×200 mL), dried over sod... Starting materials: C(=O)([O-])[O-].[K+].[K+] (K2CO3), N1[C@H](C(=O)O)CCC1 (L-proline), [BH4-].[Na+] (NaBH4), C=O (formaldehyde). Solvent: CO (methanol). Reaction conditions: temperature 0 celsius. Product: COC([C@H]1N(CCC1)C)=O (N-Methyl-L-proline Methyl Ester). As a reaction SMILES: [NH:1]1[CH2:8][CH2:7][CH2:6][C@H:2]1[C:3]([OH:5])=O.[CH2:9]=[O:10].[BH4-].[Na+].[C:13]([O-])([O-])=O.[K+].[K+]>CO>[CH3:9][O:10][C:3](=[O:5])[C@@H:2]1[CH2:6][CH2:7][CH2:8][N:1]1[CH3:13] |f:2.3,4.5.6|. Procedure: The L-proline is dissolved in methanol, the solution is cooled to 0° C. and 36% aqueous formaldehyde is added with stirring. To this solution is then added powdered NaBH4 in portions while maintaining the temperature between -5° and +5° C. The reaction is filtered, the filter cake extracted with solvent and combined with the filtrate, and the solvents evaporated to dryness. The residual N-methyl-L-proline is then dissolved in and reacted with methanol in the presence of H2SO4 at reflux for 4-24 ... The reactants are C(C)(=O)C1=CC=C(C=C1)C1=CC=C(O1)C#N (5-(4-acetylphenyl)-2-furonitrile), [BH4-].[Na+] (NaBH4), ice H2O. Run in O1CCOCC1.O (dioxane H2O). Conditions: time 2 hour. Yields the product OC(C)C1=CC=C(C=C1)C1=CC=C(O1)C#N (5-[4-(1-Hydroxyethyl)phenyl]-2-furonitrile). The yield is 57.6%. Reaction SMILES: [C:1]([C:4]1[CH:9]=[CH:8][C:7]([C:10]2[O:14][C:13]([C:15]#[N:16])=[CH:12][CH:11]=2)=[CH:6][CH:5]=1)(=[O:3])[CH3:2].[BH4-].[Na+]>O1CCOCC1.O>[OH:3][CH:1]([C:4]1[CH:5]=[CH:6][C:7]([C:10]2[O:14][C:13]([C:15]#[N:16])=[CH:12][CH:11]=2)=[CH:8][CH:9]=1)[CH3:2] |f:1.2,3.4|. Procedure details: A solution of 46 g (0.22 mole) of 5-(4-acetylphenyl)-2-furonitrile in 800 ml of 95% dioxane/H2O was treated portionwise with 8.3 g (0.22 mole) of NaBH4 while keeping the temperature below 20° by means of an ice bath. The resulting solution was stirred at ambient temperature for 21/2 hours and then added to an ice/H2O mixture. After standing 48 hours, the reaction mixture was extracted with ether and the combined ethereal extracts dried over MgSO4. The ether was removed on the Calab evaporator yi... The reactants are O (Water), C(=O)([O-])[O-].[K+].[K+] (K2CO3), FC(C1=CC=C(CBr)C=C1)(F)F (4-trifluoromethylbenzyl bromide), CC1=C(C=CC=C1)O (2-Methylphenol). Solvent: CN(C)C=O (DMF). Run at temperature 0 celsius. The product is CC1=C(C=CC=C1)OCC1=CC=C(C=C1)C(F)(F)F (2-Methyl-1-(4-trifluoromethylbenzyloxy)benzene). Isolated yield 97.6%. RXN SMILES: [CH3:1][C:2]1[CH:7]=[CH:6][CH:5]=[CH:4][C:3]=1[OH:8].C([O-])([O-])=O.[K+].[K+].[F:15][C:16]([F:26])([F:25])[C:17]1[CH:24]=[CH:23][C:20]([CH2:21]Br)=[CH:19][CH:18]=1.O>CN(C=O)C>[CH3:1][C:2]1[CH:7]=[CH:6][CH:5]=[CH:4][C:3]=1[O:8][CH2:21][C:20]1[CH:19]=[CH:18][C:17]([C:16]([F:15])([F:25])[F:26])=[CH:24][CH:23]=1 |f:1.2.3|. Procedure: 2-Methylphenol (12.53 g, 115.9 mmol) was dissolved in DMF (60 mL), and stirred at 0° C. To the solution was added K2CO3 (24.03 g, 173.9 mmol) and 4-trifluoromethylbenzyl bromide (23.08 g, 96.6 mmol), and the reaction was stirred at room temperature for 2 h. Water was added to the reaction, and the product was extracted with EtOAc twice. The organic layer was washed with water and brine, dried over Na2SO4, and concentrated in vacuo to give a crude residue. The crude residue was purified using sil... Starting materials: CC(C)(C)NS(=O)(=O)c1cccc(-c2ccc3cnc(O)nn23)c1, COc1cc(C2CCN(C(=O)OC(C)(C)C)CC2)ccc1N, CCN(C(C)C)C(C)C, CN(C)C=O. Yields the product COc1cc(C2CCN(C(=O)OC(C)(C)C)CC2)ccc1Nc1ncc2ccc(-c3cccc(S(=O)(=O)NC(C)(C)C)c3)n2n1. RXN SMILES: [C:1]([CH3:2])([CH3:3])([CH3:4])[NH:5][S:6](=[O:7])(=[O:8])[c:9]1[cH:10][c:11](-[c:15]2[cH:16][cH:17][c:18]3[cH:19][n:20][c:21]([OH:24])[n:22][n:23]23)[cH:12][cH:13][cH:14]1.[C:34]([CH3:35])([CH3:36])([CH3:37])[O:38][C:39](=[O:40])[N:41]1[CH2:42][CH2:43][CH:44]([c:47]2[cH:48][c:49]([O:54][CH3:55])[c:50]([NH2:53])[cH:51][cH:52]2)[CH2:45][CH2:46]1.[CH:25]([N:26]([CH2:27][CH3:28])[CH:29]([CH3:30])[CH3:31])([CH3:32])[CH3:33].[O:56]=[CH:57][N:58]([CH3:59])[CH3:60]>>[C:1]([CH3:2])([CH3:3])([CH3:4])[NH:5][S:6](=[O:7])(=[O:8])[c:9]1[cH:10][c:11](-[c:15]2[cH:16][cH:17][c:18]3[cH:19][n:20][c:21]([NH:53][c:50]4[c:49]([O:54][CH3:55])[cH:48][c:47]([CH:44]5[CH2:43][CH2:42][N:41]([C:39]([O:38][C:34]([CH3:35])([CH3:36])[CH3:37])=[O:40])[CH2:46][CH2:45]5)[cH:52][cH:51]4)[n:22][n:23]23)[cH:12][cH:13][cH:14]1.